This data is from the Open Reaction Database (ORD), a public repository of structured organic reaction records. The task is: describe an organic reaction: reactants, conditions, products, and yield The reactants are C(C1=CC=CC=C1)OC=1C=C(CC2=C(C#N)C=CC=C2)C=CC1N1S(NC(C1)=O)(=O)=O (2-[3-benzyloxy-4-(1,1,4-trioxo-1,2,5-thiadiazolidin-2-yl)-benzyl]-benzonitrile). The reagents and catalysts are [Pd] (Pd/C). Run in CCO.O (EtOH water). Yields the product NCC1=C(CC2=CC(=C(C=C2)N2CC(NS2(=O)=O)=O)O)C=CC=C1 (5-[4-(2-Aminomethylbenzyl)-2-hydroxyphenyl]-1,1-dioxo-1,2,5-thiadiazolidin-3-one). RXN SMILES: C([O:8][C:9]1[CH:10]=[C:11]([CH:21]=[CH:22][C:23]=1[N:24]1[CH2:28][C:27](=[O:29])[NH:26][S:25]1(=[O:31])=[O:30])[CH2:12][C:13]1[CH:20]=[CH:19][CH:18]=[CH:17][C:14]=1[C:15]#[N:16])C1C=CC=CC=1>CCO.O.[Pd]>[NH2:16][CH2:15][C:14]1[CH:17]=[CH:18][CH:19]=[CH:20][C:13]=1[CH2:12][C:11]1[CH:21]=[CH:22][C:23]([N:24]2[S:25](=[O:31])(=[O:30])[NH:26][C:27](=[O:29])[CH2:28]2)=[C:9]([OH:8])[CH:10]=1 |f:1.2|. Procedure details: A solution of 2-[3-benzyloxy-4-(1,1,4-trioxo-1,2,5-thiadiazolidin-2-yl)-benzyl]-benzonitrile in EtOH/water (1:1) is hydrogenated at 1 atm over 10% Pd/C for 40 min. The catalyst is filtered, the solvent evaporated and the residue purified by preparative HPLC to give the title compound. Reactants: O(C1=CC=CC=C1)CC(=O)O (phenoxyacetic acid), C1=CC=CC=C1 (benzene), C(CO)O (ethylene glycol). Reagents/catalysts: C=1(C(=CC=CC1)S(=O)(=O)O)C (toluene sulfonic acid). Solvent: O (water). Reaction conditions: time 8 hour. The product is O(C1=CC=CC=C1)CC(=O)OCCO (Mono Ethylene Glycol Phenoxy Acetate). As a reaction SMILES: [O:1]([CH2:8][C:9]([OH:11])=[O:10])[C:2]1[CH:7]=[CH:6][CH:5]=[CH:4][CH:3]=1.C1C=CC=CC=1.[CH2:18](O)[CH2:19][OH:20]>C1(C)C(S(O)(=O)=O)=CC=CC=1.O>[O:1]([CH2:8][C:9]([O:11][CH2:18][CH2:19][OH:20])=[O:10])[C:2]1[CH:7]=[CH:6][CH:5]=[CH:4][CH:3]=1. Procedure: Into a 5000 ml. 3-necked flask, equipped with thermometer, stirrer, condenser and Dean-Stark trap were weighed 924 gms. of phenoxyacetic acid. There were added 2 gms. toluene sulfonic acid as catalyst and 100 mls. of benzene. Heating was started with stirring and there were added 2270 gms. of ethylene glycol. At reflux temperature water was collected and taken off. After 11 and 1/2 hours of refluxing the reaction mixture was transferred to a 6 liter separatory funnel where excess ethylene glycol... Reaction conditions: time 5 minute. Isolated yield 77.0%. The solvent is CN(C)C=O (DMF), O (water), CN(C)C=O (DMF). Procedure: To a solution of 48 mg (0.3 mmol) of 1H-indole-7-carboxylic acid and 96 mg of TBTU (0.3 mmol) in 3 ml DMF, were added 0.26 ml (1.5 mmol) of N,N-diisopropylethyl amine. After stirring for 5 min at rt, 118 mg (0.3 mmol) (4-tert-butyl-benzyl)-[2-(2-fluoro-5-trifluoromethyl-phenyl)-ethyl]-amine in 2 ml DMF was added. After 3¾ h stirring at rt, the reaction mixture was diluted with 50 ml water and extracted with 2×50 ml EtOAc. The combined organic phases were washed with water and brine, dried with m... The product is C(C)(C)(C)C1=CC=C(CN(C(=O)C=2C=CC=C3C=CNC23)CCC2=C(C=CC(=C2)C(F)(F)F)F)C=C1 (1H-Indole-7-carboxylic acid (4-tert-butyl-benzyl)-[2-(2-fluoro-5-trifluoromethyl-phenyl)-ethyl]-amide). As a reaction SMILES: [NH:1]1[C:9]2[C:4](=[CH:5][CH:6]=[CH:7][C:8]=2[C:10]([OH:12])=O)[CH:3]=[CH:2]1.CN(C(ON1N=NC2C=CC=CC1=2)=[N+](C)C)C.[B-](F)(F)(F)F.C(N(CC)C(C)C)(C)C.[C:44]([C:48]1[CH:68]=[CH:67][C:51]([CH2:52][NH:53][CH2:54][CH2:55][C:56]2[CH:61]=[C:60]([C:62]([F:65])([F:64])[F:63])[CH:59]=[CH:58][C:57]=2[F:66])=[CH:50][CH:49]=1)([CH3:47])([CH3:46])[CH3:45]>CN(C=O)C.O>[C:44]([C:48]1[CH:49]=[CH:50][C:51]([CH2:52][N:53]([CH2:54][CH2:55][C:56]2[CH:61]=[C:60]([C:62]([F:65])([F:63])[F:64])[CH:59]=[CH:58][C:57]=2[F:66])[C:10]([C:8]2[CH:7]=[CH:6][CH:5]=[C:4]3[C:9]=2[NH:1][CH:2]=[CH:3]3)=[O:12])=[CH:67][CH:68]=1)([CH3:47])([CH3:45])[CH3:46] |f:1.2|. Reactants: C(C)(C)(C)C1=CC=C(CNCCC2=C(C=CC(=C2)C(F)(F)F)F)C=C1 ((4-tert-butyl-benzyl)-[2-(2-fluoro-5-trifluoromethyl-phenyl)-ethyl]-amine), N1C=CC2=CC=CC(=C12)C(=O)O (1H-indole-7-carboxylic acid), CN(C)C(=[N+](C)C)ON1C2=C(C=CC=C2)N=N1.[B-](F)(F)(F)F (TBTU), C(C)(C)N(C(C)C)CC (N,N-diisopropylethyl amine). The reactants are CCO, Cc1cn(C)c(=O)c2c(OCc3ccccc3)c3n(c12)CCN(Cc1ccc(F)cc1)C3=O, [H][H]. Yields the product Cc1cn(C)c(=O)c2c(O)c3n(c12)CCN(Cc1ccc(F)cc1)C3=O. As a reaction SMILES: [CH3:36][CH2:37][OH:38].[F:1][c:2]1[cH:3][cH:4][c:5]([CH2:6][N:7]2[C:8](=[O:31])[c:9]3[n:10]([c:13]4[c:14]([c:15]3[O:16][CH2:17][c:18]3[cH:19][cH:20][cH:21][cH:22][cH:23]3)[c:24](=[O:30])[n:25]([CH3:29])[cH:26][c:27]4[CH3:28])[CH2:11][CH2:12]2)[cH:32][cH:33]1.[H:34][H:35]>>[F:1][c:2]1[cH:3][cH:4][c:5]([CH2:6][N:7]2[C:8](=[O:31])[c:9]3[n:10]([c:13]4[c:14]([c:15]3[OH:16])[c:24](=[O:30])[n:25]([CH3:29])[cH:26][c:27]4[CH3:28])[CH2:11][CH2:12]2)[cH:32][cH:33]1. Reactants: Cl (hydrochloric acid), CC1=C(C(=O)Cl)C=CC=C1 (2-methylbenzoyl chloride), C[N+]#[C-] (methyl isocyanide), C([O-])([O-])=O.[Ca+2] (calcium carbonate). The solvent is CC(=O)C (acetone), O (water). Conditions: temperature 60 celsius, time 6 hour. Yields the product CNC(C(=O)C1=C(C=CC=C1)C)=O (N-methyl-2-(2-tolyl)-2-oxoacetamide). Yield: 96.6%. As a reaction SMILES: [CH3:1][C:2]1[CH:10]=[CH:9][CH:8]=[CH:7][C:3]=1[C:4](Cl)=[O:5].[CH3:11][N+:12]#[C-:13].C(=O)([O-])[O-:15].[Ca+2].Cl>CC(C)=O.O>[CH3:13][NH:12][C:11](=[O:15])[C:4]([C:3]1[CH:7]=[CH:8][CH:9]=[CH:10][C:2]=1[CH3:1])=[O:5] |f:2.3|. Procedure details: A mixture of 2-methylbenzoyl chloride (1.55 g) and methyl isocyanide (492 mg) was stirred at 60° C. for 6 hours. Then, the mixture was diluted with acetone (20 ml), and water (4 ml) and calcium carbonate (1.00 g) were added. The stirring of the resulting mixture was continued for 1 hour. The mixture was neutralized with dilute hydrochloric acid and extracted with methylene chloride. The organic layer was washed with saturated brine and dried over anhydrous magnesium sulfate. The solvent was evap... The reactants are 2NHCl-EtOH, ClC=1C=C(C=NC1N[C@H]1CN(CC1)C1CCCC1)\C=C(\C(=O)NOC1OCCCC1)/F ((2Z)-3-(5-chloro-6-{[(3R)-1-cyclopentyl-3-pyrrolidinyl]amino}-3-pyridinyl)-2-fluoro-N-(tetrahydro-2H-pyran-2-yloxy)acrylamide), resultant mixture. The solvent is CCO (EtOH). Reaction conditions: temperature 22.5 celsius, time 2 hour. Yields the product Cl.Cl.ClC=1C=C(C=NC1N[C@H]1CN(CC1)C1CCCC1)\C=C(\C(=O)NO)/F ((2Z)-3-(5-chloro-6-{[(3R)-1-cyclopentyl-3-pyrrolidinyl]amino}-3-pyridinyl)-2-fluoro-N-hydroxyacrylamide dihydrochloride). Isolated yield 248.1%. Reaction SMILES: [Cl:1][C:2]1[CH:3]=[C:4](/[CH:19]=[C:20](\[F:31])/[C:21]([NH:23][O:24]C2CCCCO2)=[O:22])[CH:5]=[N:6][C:7]=1[NH:8][C@@H:9]1[CH2:13][CH2:12][N:11]([CH:14]2[CH2:18][CH2:17][CH2:16][CH2:15]2)[CH2:10]1>CCO>[ClH:1].[ClH:1].[Cl:1][C:2]1[CH:3]=[C:4](/[CH:19]=[C:20](\[F:31])/[C:21]([NH:23][OH:24])=[O:22])[CH:5]=[N:6][C:7]=1[NH:8][C@@H:9]1[CH2:13][CH2:12][N:11]([CH:14]2[CH2:15][CH2:16][CH2:17][CH2:18]2)[CH2:10]1 |f:2.3.4|. Reported procedure: A solution of 2NHCl-EtOH solution (3.4 ml) was added to a mixture of (2Z)-3-(5-chloro-6-{[(3R)-1-cyclopentyl-3-pyrrolidinyl]amino}-3-pyridinyl)-2-fluoro-N-(tetrahydro-2H-pyran-2-yloxy)acrylamide (620 mg) in EtOH (5 ml) and stirred at 20-25° C. for 2 hours. IPE (20 ml) was added to a reaction mixture and the resultant mixture was stirred at ambient temperature for 20 minutes. The precipitate was collected by filtration to give (2Z)-3-(5-chloro-6-{[(3R)-1-cyclopentyl-3-pyrrolidinyl]amino}-3-pyridi...